This data is from the Open Reaction Database (ORD), a public repository of structured organic reaction records. The task is: describe an organic reaction: reactants, conditions, products, and yield Starting materials: C(C)N1C(=NC=2C1=NC=CC2)CO (3-ethyl-2-hydroxymethyl-3H-imidazo[4,5-b]pyridine), N(=NC(=O)N1CCCCC1)C(=O)N1CCCCC1 (1,1'-(azodicarbonyl)dipiperidine), OC1=CC=C(CC2C(N(C(S2)=O)C(C2=CC=CC=C2)(C2=CC=CC=C2)C2=CC=CC=C2)=O)C=C1 (5-(4-hydroxybenzyl)-3-triphenylmethylthiazolidine-2,4-dione), C(CCC)P(CCCC)CCCC (tributylphosphine). Run in C1=CC=CC=C1 (benzene). The product is C(C)N1C(=NC=2C1=NC=CC2)COC2=CC=C(CC1C(N(C(S1)=O)C(C1=CC=CC=C1)(C1=CC=CC=C1)C1=CC=CC=C1)=O)C=C2 (5-{4-(3-Ethyl-3H-imidazo[4,5-b]pyridin-2-ylmethoxy)-benzyl}3-triphenylmethylthiazolidine-2,4-dione). Reaction SMILES: [CH2:1]([N:3]1[C:7]2=[N:8][CH:9]=[CH:10][CH:11]=[C:6]2[N:5]=[C:4]1[CH2:12][OH:13])[CH3:2].O[C:15]1[CH:47]=[CH:46][C:18]([CH2:19][CH:20]2[S:24][C:23](=[O:25])[N:22]([C:26]([C:39]3[CH:44]=[CH:43][CH:42]=[CH:41][CH:40]=3)([C:33]3[CH:38]=[CH:37][CH:36]=[CH:35][CH:34]=3)[C:27]3[CH:32]=[CH:31][CH:30]=[CH:29][CH:28]=3)[C:21]2=[O:45])=[CH:17][CH:16]=1.C(P(CCCC)CCCC)CCC.N(C(N1CCCCC1)=O)=NC(N1CCCCC1)=O>C1C=CC=CC=1>[CH2:1]([N:3]1[C:7]2=[N:8][CH:9]=[CH:10][CH:11]=[C:6]2[N:5]=[C:4]1[CH2:12][O:13][C:15]1[CH:47]=[CH:46][C:18]([CH2:19][CH:20]2[S:24][C:23](=[O:25])[N:22]([C:26]([C:39]3[CH:44]=[CH:43][CH:42]=[CH:41][CH:40]=3)([C:33]3[CH:34]=[CH:35][CH:36]=[CH:37][CH:38]=3)[C:27]3[CH:32]=[CH:31][CH:30]=[CH:29][CH:28]=3)[C:21]2=[O:45])=[CH:17][CH:16]=1)[CH3:2]. Procedure: A procedure similar to that described in Preparation 4 was repeated, except that 0.5 g of 3-ethyl-2-hydroxymethyl-3H-imidazo[4,5-b]pyridine (prepared as described in Preparation 28), 1.313 g of 5-(4-hydroxybenzyl)-3-triphenylmethylthiazolidine-2,4-dione, 0.77 ml of tributylphosphine, 0.712 g of 1,1'-(azodicarbonyl)dipiperidine and 80 ml of benzene were used, to give the title compound as a crude product. This crude product was purified by column chromatography through silica gel, using a 1:3 by ... The reactants are C(C(=C)C)(=O)Cl (methacrylic acid chloride), ClC1=C(C(=CC(=C1)Cl)Cl)N1N=C(C(C1=O)C1=NNC=C1)NC(C1=CC(=CC=C1)N)=O (1-(2,4,6-trichlorophenyl)-3-(3-aminobenzamido)-4-pyrazolyl-5-oxo-2-pyrazoline), N1=CC=CC=C1 (pyridine), [N+](=O)([O-])C1=CC=CC=C1 (nitrobenzene), [OH-].[Na+] (sodium hydroxide). Run in O (water), O1CCCC1 (tetrahydrofuran), O (water), C(C)(=O)O (acetic acid). Run at time 1.5 hour. The product is ClC1=C(C(=CC(=C1)Cl)Cl)N1N=C(C(C1=O)C1=NNC=C1)NC(C1=CC(=CC=C1)NC(C(=C)C)=O)=O (1-(2,4,6-trichlorophenyl)-3-(3-methacrylamidobenzamido)-4-pyrazolyl-5-oxo-2-pyrazoline). The yield is 38.5%. As a reaction SMILES: [Cl:1][C:2]1[CH:7]=[C:6]([Cl:8])[CH:5]=[C:4]([Cl:9])[C:3]=1[N:10]1[C:14](=[O:15])[CH:13]([C:16]2[CH:20]=[CH:19][NH:18][N:17]=2)[C:12]([NH:21][C:22](=[O:30])[C:23]2[CH:28]=[CH:27][CH:26]=[C:25]([NH2:29])[CH:24]=2)=[N:11]1.N1C=CC=CC=1.[N+](C1C=CC=CC=1)([O-])=O.[C:46](Cl)(=[O:50])[C:47]([CH3:49])=[CH2:48].[OH-].[Na+]>O1CCCC1.O.C(O)(=O)C>[Cl:9][C:4]1[CH:5]=[C:6]([Cl:8])[CH:7]=[C:2]([Cl:1])[C:3]=1[N:10]1[C:14](=[O:15])[CH:13]([C:16]2[CH:20]=[CH:19][NH:18][N:17]=2)[C:12]([NH:21][C:22](=[O:30])[C:23]2[CH:28]=[CH:27][CH:26]=[C:25]([NH:29][C:46](=[O:50])[C:47]([CH3:49])=[CH2:48])[CH:24]=2)=[N:11]1 |f:4.5|. Procedure details: Next, 39.5 g (0.08 mol) of the 1-(2,4,6-trichlorophenyl)-3-(3-aminobenzamido)-4-pyrazolyl-5-oxo-2-pyrazoline was dissolved in 800 ml of tetrahydrofuran, and then 16 ml (0.2 mol) of pyridine and 2 ml of nitrobenzene were added. Next, 21 g (0.2 mol) of methacrylic acid chloride was added dropwise while cooling with ice, followed by stirring for 1.5 hours, after which 800 ml of water was added. Extraction with ethyl acetate was carried out. The extract was dried over anhydrous sodium sulfate, the s... Reactants: BrB(Br)Br, COc1c2c(c(C(=O)N(C)C)n(-c3ccc(C)cc3)c1=O)CCN(Cc1ccc(F)c(Cl)c1)C2=O, ClCCl. Product: Cc1ccc(-n2c(C(=O)N(C)C)c3c(c(O)c2=O)C(=O)N(Cc2ccc(F)c(Cl)c2)CC3)cc1. RXN SMILES: [B:36]([Br:37])([Br:38])[Br:39].[Cl:1][c:2]1[cH:3][c:4]([CH2:5][N:6]2[C:7](=[O:31])[c:8]3[c:9]([O:29][CH3:30])[c:10](=[O:28])[n:11](-[c:21]4[cH:22][cH:23][c:24]([CH3:27])[cH:25][cH:26]4)[c:12]([C:16](=[O:17])[N:18]([CH3:19])[CH3:20])[c:13]3[CH2:14][CH2:15]2)[cH:32][cH:33][c:34]1[F:35].[Cl:40][CH2:41][Cl:42]>>[Cl:1][c:2]1[cH:3][c:4]([CH2:5][N:6]2[C:7](=[O:31])[c:8]3[c:9]([OH:29])[c:10](=[O:28])[n:11](-[c:21]4[cH:22][cH:23][c:24]([CH3:27])[cH:25][cH:26]4)[c:12]([C:16](=[O:17])[N:18]([CH3:19])[CH3:20])[c:13]3[CH2:14][CH2:15]2)[cH:32][cH:33][c:34]1[F:35]. The reactants are C(C)(C)P(=O)(C(C)C)COC1=CC(=C2C(C=C(OC2=C1)C1=CC(=C(C=C1)OC)OC)=O)OC (7-{(diisopropylphosphoryl)-methyloxy}-3′,4′,5-trimethoxy flavone), [N-]=[N+]=[N-].[Na+] (sodium azide), CN(C=O)C (N,N-dimethylformamide), C(C)(=O)OCC (ethyl acetate). Run in O (water). Run at temperature 100 celsius. The product is OP(=O)(C(C)C)COC1=CC(=C2C(C=C(OC2=C1)C1=CC(=C(C=C1)OC)OC)=O)OC (7-{(hydroxyisopropylphosphoryl)-methyloxy}-3′,4′,5-trimethoxy flavone). Isolated yield 33.0%. RXN SMILES: C([P:4]([CH2:9][O:10][C:11]1[CH:20]=[C:19]2[C:14]([C:15](=[O:31])[CH:16]=[C:17]([C:21]3[CH:26]=[CH:25][C:24]([O:27][CH3:28])=[C:23]([O:29][CH3:30])[CH:22]=3)[O:18]2)=[C:13]([O:32][CH3:33])[CH:12]=1)([CH:6]([CH3:8])[CH3:7])=[O:5])(C)C.[N-]=[N+]=[N-].[Na+].CN(C)C=[O:41].C(OCC)(=O)C>O>[OH:5][P:4]([CH2:9][O:10][C:11]1[CH:20]=[C:19]2[C:14]([C:15](=[O:31])[CH:16]=[C:17]([C:21]3[CH:26]=[CH:25][C:24]([O:27][CH3:28])=[C:23]([O:29][CH3:30])[CH:22]=3)[O:18]2)=[C:13]([O:32][CH3:33])[CH:12]=1)([CH:6]([CH3:7])[CH3:8])=[O:41] |f:1.2|. Procedure: 7-{(diisopropylphosphoryl)-methyloxy}-3′,4′,5-trimethoxyflavone (0.5 g, 0.99 mmol, produced in Step 1 of Example 6) and sodium azide (0.5 g, 7.69 mmol) were added dropwise to N,N-dimethylformamide (20 mL) and warmed at 100° C. for 8 hours. The reaction solution was cooled to room temperature, and 50 mL of ethyl acetate and 50 mL of water were added dropwise, followed by separation of the organic layer from the aqueous layer. 10 mL of conc. hydrochloric acid was added dropwise to the aqueous laye... Reactants: [Cl-].C(C)[N-]CC.C(C)[N-]CC.C1(C=CC2=CC=CC=C12)[Ti+3] (indenyltitanium bis(diethylamide) chloride), C(CC)[N-]CCC.[Li+] (lithium di-n-propylamide). Solvent: C(C)OCC (diethylether). Conditions: temperature -78 celsius. Product: C(CC)[N-]CCC.C[N-]C.C[N-]C.C1(C=CC2=CC=CC=C12)[Ti+3] (Indenyltitanium Bis(Dimethylamide) Di-n-Propylamide). RXN SMILES: [Cl-].[CH2:2]([N-:4][CH2:5]C)C.[CH2:7]([N-:9][CH2:10]C)C.[CH:12]1([Ti+3:21])[C:20]2[C:15](=[CH:16][CH:17]=[CH:18][CH:19]=2)[CH:14]=[CH:13]1.[CH2:22]([N-:25][CH2:26][CH2:27][CH3:28])[CH2:23][CH3:24].[Li+]>C(OCC)C>[CH2:22]([N-:25][CH2:26][CH2:27][CH3:28])[CH2:23][CH3:24].[CH3:2][N-:4][CH3:5].[CH3:7][N-:9][CH3:10].[CH:12]1([Ti+3:21])[C:20]2[C:15](=[CH:16][CH:17]=[CH:18][CH:19]=2)[CH:14]=[CH:13]1 |f:0.1.2.3,4.5,7.8.9.10|. Procedure: A 250 mL Schlenk flask is charged with indenyltitanium bis(diethylamide) chloride, 1 g (2.92 mmole), and diethylether, 100 mL. The mixture is chilled to -78° C. in a dry ice acetone bath and stirred magentically. The lithium di-n-propylamide prepared in Example 4D, step 1, is added to the flask via cannula. The mixture is slowly warmed to room temperature while stirring. The mixture is then refluxed approximately 2 hours. All volatiles are removed under vacuum at room temperature leaving a deepl... Reactants: FC1=C(C=C(C=C1)S(=O)(=O)N)C#N (4-fluoro-3-(cyano)benzenesulfonamide), CN(CC[C@H](CSC1=CC=CC=C1)N)C ((R)—N1,N1-dimethyl-4-phenylsulfanyl-butane-1,3-diamine), Intermediate 4. Product: C(#N)C=1C=C(C=CC1N[C@@H](CSC1=CC=CC=C1)CCN(C)C)S(=O)(=O)N ((R)-3-cyano-4-(4-(dimethylamino)-1-(phenylthio)butan-2-ylamino)benzenesulfonamide). Reaction SMILES: F[C:2]1[CH:7]=[CH:6][C:5]([S:8]([NH2:11])(=[O:10])=[O:9])=[CH:4][C:3]=1[C:12]#[N:13].[CH3:14][N:15]([CH3:28])[CH2:16][CH2:17][C@@H:18]([NH2:27])[CH2:19][S:20][C:21]1[CH:26]=[CH:25][CH:24]=[CH:23][CH:22]=1>>[C:12]([C:3]1[CH:4]=[C:5]([S:8]([NH2:11])(=[O:10])=[O:9])[CH:6]=[CH:7][C:2]=1[NH:27][C@H:18]([CH2:17][CH2:16][N:15]([CH3:14])[CH3:28])[CH2:19][S:20][C:21]1[CH:22]=[CH:23][CH:24]=[CH:25][CH:26]=1)#[N:13]. Procedure: The title compound was prepared from 4-fluoro-3-(cyano)benzenesulfonamide and (R)—N1,N1-dimethyl-4-phenylsulfanyl-butane-1,3-diamine using the procedure described for Intermediate 4. Starting materials: C(C1=CC=CC=C1)OC(NCCNC(C[C@H](CCCNC(=O)[C@@H]1CC2=C(C=CC(C=3C=CC(=C(C[C@@H](C(N[C@H](C(N1CC)=O)CCCNC(=O)OC(C)(C)C)=O)NC(=O)OC(C)(C)C)C3)O)=C2)O)NC(=O)OCC2=CC=CC=C2)=O)=O (Benzyl(2-{[(3S)-3-{[(benzyloxy)carbonyl]amino}-6-({[(8S,11S,14S)-14-[(tert-butoxycarbonyl)amino]-11-{3-[(tert-butoxycarbonyl)amino]propyl}-9-ethyl-5,17-dihydroxy-10,13-dioxo-9,12-diazatricyclo[14.3.1.12,6]henicosa-1(20),2(21),3,5,16,18-hexaen-8-yl]carbonyl}amino)hexanoyl]-amino}ethyl)carbamate). Reagents/catalysts: [Pd] (palladium on activated carbon). Solvent: C(C)O (ethanol). Run at time 15 hour. Yields the product C(C)(C)(C)OC(NCCC[C@H]1C(N([C@@H](CC2=C(C=CC(C=3C=CC(=C(C[C@@H](C(N1)=O)NC(=O)OC(C)(C)C)C3)O)=C2)O)C(=O)NCCC[C@@H](CC(=O)NCCN)N)CC)=O)=O (tert-Butyl{3-[(8S,11S,14S)-8-[({(4S)-4-amino-6-[(2-aminoethyl)amino]-6-oxohexyl}amino)carbonyl]-14-[(tert-butoxycarbonyl)amino]-9-ethyl-5,17-dihydroxy-10,13-dioxo-9,12-diazatricyclo[14.3.1.12,6]henicosa-1(20),2(21),3,5,16,18-hexaen-11-yl]propyl}carbamate). RXN SMILES: C(OC(=O)[NH:10][CH2:11][CH2:12][NH:13][C:14](=[O:80])[CH2:15][C@@H:16]([NH:69]C(OCC1C=CC=CC=1)=O)[CH2:17][CH2:18][CH2:19][NH:20][C:21]([C@H:23]1[N:41]([CH2:42][CH3:43])[C:40](=[O:44])[C@H:39]([CH2:45][CH2:46][CH2:47][NH:48][C:49]([O:51][C:52]([CH3:55])([CH3:54])[CH3:53])=[O:50])[NH:38][C:37](=[O:56])[C@@H:36]([NH:57][C:58]([O:60][C:61]([CH3:64])([CH3:63])[CH3:62])=[O:59])[CH2:35][C:34]2[CH:65]=[C:30]([CH:31]=[CH:32][C:33]=2[OH:66])[C:29]2=[CH:67][C:25](=[C:26]([OH:68])[CH:27]=[CH:28]2)[CH2:24]1)=[O:22])C1C=CC=CC=1>C(O)C.[Pd]>[C:52]([O:51][C:49](=[O:50])[NH:48][CH2:47][CH2:46][CH2:45][C@@H:39]1[NH:38][C:37](=[O:56])[C@@H:36]([NH:57][C:58]([O:60][C:61]([CH3:64])([CH3:63])[CH3:62])=[O:59])[CH2:35][C:34]2[CH:65]=[C:30]([CH:31]=[CH:32][C:33]=2[OH:66])[C:29]2=[CH:67][C:25](=[C:26]([OH:68])[CH:27]=[CH:28]2)[CH2:24][C@@H:23]([C:21]([NH:20][CH2:19][CH2:18][CH2:17][C@H:16]([NH2:69])[CH2:15][C:14]([NH:13][CH2:12][CH2:11][NH2:10])=[O:80])=[O:22])[N:41]([CH2:42][CH3:43])[C:40]1=[O:44])([CH3:53])([CH3:54])[CH3:55]. Procedure details: 14.5 mg (0.013 mmol) of benzyl(2-{[(3S)-3-{[(benzyloxy)carbonyl]amino}-6-({[(8S,11S,14S)-14-[(tert-butoxycarbonyl)amino]-11-{3-[(tert-butoxycarbonyl)amino]propyl}-9-ethyl-5,17-dihydroxy-10,13-dioxo-9,12-diazatricyclo[14.3.1.12,6]henicosa-1(20),2(21),3,5,16,18-hexaen-8-yl]carbonyl}amino)hexanoyl]amino}ethyl)carbamate (Example 176A) are dissolved in 3 ml of ethanol. 15 mg of palladium on activated carbon (10%) are added thereto, and the mixture is then hydrogenated under atmospheric pressure for 1... Reactants: C(CC)C1=C(C(=CC=2C(CNCCC21)C2=CC=CC=C2)OC)OC (6-propyl-7,8-dimethoxy-1-phenyl-2,3,4,5-tetrahydro-1H-3-benzazepine), C(CCC)Br (n-butyl bromide), [OH-].[K+] (potassium hydroxide). Solvent: CO (methanol). Yields the product C(CCC)N1CCC2=C(C(C1)C1=CC=CC=C1)C=C(C(=C2CCC)OC)OC (3-n-butyl-6-propyl-7,8-dimethoxy-1-phenyl-2,3,4,5-tetrahydro-1H-3-benzazepine). As a reaction SMILES: [CH2:1]([C:4]1[C:14]2[CH2:13][CH2:12][NH:11][CH2:10][CH:9]([C:15]3[CH:20]=[CH:19][CH:18]=[CH:17][CH:16]=3)[C:8]=2[CH:7]=[C:6]([O:21][CH3:22])[C:5]=1[O:23][CH3:24])[CH2:2][CH3:3].[CH2:25](Br)[CH2:26][CH2:27][CH3:28].[OH-].[K+]>CO>[CH2:25]([N:11]1[CH2:10][CH:9]([C:15]2[CH:20]=[CH:19][CH:18]=[CH:17][CH:16]=2)[C:8]2[CH:7]=[C:6]([O:21][CH3:22])[C:5]([O:23][CH3:24])=[C:4]([CH2:1][CH2:2][CH3:3])[C:14]=2[CH2:13][CH2:12]1)[CH2:26][CH2:27][CH3:28] |f:2.3|. Reported procedure: A mixture of 4.5 g of 6-propyl-7,8-dimethoxy-1-phenyl-2,3,4,5-tetrahydro-1H-3-benzazepine, 0.02 mole of n-butyl bromide and 0.02 mole of potassium hydroxide is dissolved in 120 ml of dry methanol and refluxed for 48 hours. The reaction mixture is evaporated to dryness, taken up in ethyl acetate and filtered to remove inorganic salts. The filtrate is washed with water, dried and evaporated to give 3-n-butyl-6-propyl-7,8-dimethoxy-1-phenyl-2,3,4,5-tetrahydro-1H-3-benzazepine. The reactants are [OH-].[NH4+] (ammonium hydroxide), IC1=CC=C(C(=O)Cl)C=C1 (p-iodobenzoyl chloride). Solvent: CCOCC (ether). Product: IC1=CC=C(C(=O)N)C=C1 (p-iodobenzamide). Reaction SMILES: [OH-].[NH4+:2].[I:3][C:4]1[CH:12]=[CH:11][C:7]([C:8](Cl)=[O:9])=[CH:6][CH:5]=1>CCOCC>[I:3][C:4]1[CH:12]=[CH:11][C:7]([C:8]([NH2:2])=[O:9])=[CH:6][CH:5]=1 |f:0.1|. Reported procedure: A total of 20 ml of 15 M ammonium hydroxide was reacted with a solution of 5.4 g p-iodobenzoyl chloride in 25 ml of ether. The crude product was recovered as described in Example 3 and recrystallized from ethanol to yield 3.5 g of p-iodobenzamide as white crystals, m.p. 221°-223°, Rf 0.46.